From a dataset of the Open Reaction Database (ORD), a public repository of structured organic reaction records. describe an organic reaction: reactants, conditions, products, and yield Starting materials: C(C)(C)(C)OC(=O)N(CCC(=O)[O-])C1CC1 (N-tert-butoxycarbonyl-3-cyclopropylamino-propanoate). The solvent is C(C)(=O)OCC.CCCCCCC (ethyl acetate heptane). Product: C(C)(C)(C)OC(=O)N(CCCO)C1CC1 (N-tert-butoxycarbonyl-3-cyclopropylamino-propanol). As a reaction SMILES: [C:1]([O:5][C:6]([N:8]([CH:14]1[CH2:16][CH2:15]1)[CH2:9][CH2:10][C:11]([O-])=[O:12])=[O:7])([CH3:4])([CH3:3])[CH3:2]>C(OCC)(=O)C.CCCCCCC>[C:1]([O:5][C:6]([N:8]([CH:14]1[CH2:15][CH2:16]1)[CH2:9][CH2:10][CH2:11][OH:12])=[O:7])([CH3:4])([CH3:2])[CH3:3] |f:1.2|. Reported procedure: This compound was prepared from N-tert-butoxycarbonyl-3-cyclopropylamino-propanoate (5a, 2.06 g, 8.0 mmol) using the procedure described in Example 2b. Yield: 1.22 g (71%). ESI-MS: 216.2 (M+H)+, 160.2 (M+H—C4H8)+. Rf (silica gel; ethyl acetate/heptane, 1:4, v/v): 0.21. Starting materials: CSC=1SC2=C(N1)C=CC(=C2)CN2C=NC=1C2=NC=C(C1)C(F)(F)F (2-(methylthio)-6-((6-(trifluoromethyl)-3H-imidazo[4,5-b]pyridin-3-yl)methyl)benzo[d]thiazole), C1=CC(=CC(=C1)Cl)C(=O)OO (m-CPBA). The solvent is C(Cl)Cl (DCM), C(Cl)Cl (DCM). Run at time 2 hour. Yields the product CS(=O)C=1SC2=C(N1)C=CC(=C2)CN2C=NC=1C2=NC=C(C1)C(F)(F)F (2-(methylsulfinyl)-6-((6-(trifluoromethyl)-3H-imidazo[4,5-b]pyridin-3-yl)methyl)benzo[d]thiazole). Yield: 85.7%. As a reaction SMILES: [CH3:1][S:2][C:3]1[S:4][C:5]2[CH:11]=[C:10]([CH2:12][N:13]3[C:17]4=[N:18][CH:19]=[C:20]([C:22]([F:25])([F:24])[F:23])[CH:21]=[C:16]4[N:15]=[CH:14]3)[CH:9]=[CH:8][C:6]=2[N:7]=1.C1C=C(Cl)C=C(C(OO)=[O:34])C=1>C(Cl)Cl>[CH3:1][S:2]([C:3]1[S:4][C:5]2[CH:11]=[C:10]([CH2:12][N:13]3[C:17]4=[N:18][CH:19]=[C:20]([C:22]([F:25])([F:23])[F:24])[CH:21]=[C:16]4[N:15]=[CH:14]3)[CH:9]=[CH:8][C:6]=2[N:7]=1)=[O:34]. Procedure details: A mixture of 2-(methylthio)-6-((6-(trifluoromethyl)-3H-imidazo[4,5-b]pyridin-3-yl)methyl)benzo[d]thiazole (200 mg, 0.53 mmol) and m-CPBA (114 mg, 0.66 mmol) in DCM (5 mL) was stirred in an ice-water bath for 2 h. The mixture was diluted with DCM and washed with aq Na2S2O3, aq NaHCO3 and water. The organic layer was dried over Na2SO4, filtered and concentrated under reduced pressure to afford 2-(methylsulfinyl)-6-((6-(trifluoromethyl)-3H-imidazo[4,5-b]pyridin-3-yl)methyl)benzo[d]thiazole as a yel... The reactants are COC(=O)c1c[nH]c(Sc2ccccc2C)c1, CO, CC(=O)O, [Na+], [OH-]. Yields the product Cc1ccccc1Sc1cc(C(=O)O)c[nH]1. RXN SMILES: [CH3:1][c:2]1[c:3]([S:8][c:9]2[cH:10][c:11]([C:14](=[O:15])[O:16][CH3:17])[cH:12][nH:13]2)[cH:4][cH:5][cH:6][cH:7]1.[CH3:20][OH:21].[CH3:22][C:23](=[O:24])[OH:25].[Na+:19].[OH-:18]>>[CH3:1][c:2]1[c:3]([S:8][c:9]2[cH:10][c:11]([C:14](=[O:15])[OH:16])[cH:12][nH:13]2)[cH:4][cH:5][cH:6][cH:7]1. Reactants: [OH-].[Na+] (sodium hydroxide), C(=O)(OC)CCCCCCC=1N=CSC1\C=C\C(CCCCC)=O (4-(6-carbomethoxyhexyl)-5-(3-keto-1-trans-octenyl)-thiazole), Cl (hydrochloric acid). The solvent is C(C)O (ethanol). Run at time 1.5 hour. The product is C(=O)(O)CCCCCCC=1N=CSC1\C=C\C(CCCCC)=O (4-(6-carboxyhexyl)-5-(3-keto-1-trans-octenyl)-thiazole). Isolated yield 42.3%. RXN SMILES: [OH-].[Na+].[C:3]([CH2:7][CH2:8][CH2:9][CH2:10][CH2:11][CH2:12][C:13]1[N:14]=[CH:15][S:16][C:17]=1/[CH:18]=[CH:19]/[C:20](=[O:26])[CH2:21][CH2:22][CH2:23][CH2:24][CH3:25])([O:5]C)=[O:4].Cl>C(O)C>[C:3]([CH2:7][CH2:8][CH2:9][CH2:10][CH2:11][CH2:12][C:13]1[N:14]=[CH:15][S:16][C:17]=1/[CH:18]=[CH:19]/[C:20](=[O:26])[CH2:21][CH2:22][CH2:23][CH2:24][CH3:25])([OH:5])=[O:4] |f:0.1|. Procedure details: 2 ml of 1 N sodium hydroxide was dropwise added under nitrogen atmosphere and under ice-cooling to a solution of 175 mg of 4-(6-carbomethoxyhexyl)-5-(3-keto-1-trans-octenyl)-thiazole (Ia, R1 = H) in 5 ml of ethanol. The solution was subsequently stirred for 1.5 hours at room temperature. Then the reaction mixture was poured onto 30 ml of icewater, acidified with 1 N hydrochloric acid and extracted with 3 × 15 ml of ethyl acetate. The ethyl acetate extract was dried over sodium sulphate and evapo... Starting materials: OCC1=CC=C2C=CC(NC2=C1)=O (7-hydroxymethyl-1H-quinolin-2-one), ClCCCOC (1-chloro-3-methoxypropane). Yields the product COCCCOC1=NC2=CC(=CC=C2C=C1)CO ([2-(3-Methoxypropoxy)quinolin-7-yl]methanol). As a reaction SMILES: [OH:1][CH2:2][C:3]1[CH:12]=[C:11]2[C:6]([CH:7]=[CH:8][C:9](=[O:13])[NH:10]2)=[CH:5][CH:4]=1.Cl[CH2:15][CH2:16][CH2:17][O:18][CH3:19]>>[CH3:19][O:18][CH2:17][CH2:16][CH2:15][O:13][C:9]1[CH:8]=[CH:7][C:6]2[C:11](=[CH:12][C:3]([CH2:2][OH:1])=[CH:4][CH:5]=2)[N:10]=1. Procedure: Analogously to Example 2c, 2.66 g of 7-hydroxymethyl-1H-quinolin-2-one are reacted with 3.34 ml of 1-chloro-3-methoxypropane. The title compounds are obtained as slightly yellowish oils.